Dataset: the Open Reaction Database (ORD), a public repository of structured organic reaction records. Task: describe an organic reaction: reactants, conditions, products, and yield Reactants: C(=O)(OC(C)(C)C)N1CCC(CC1)CCC=C(C)C1C(NCC1)=O (1-[2-(N-Boc-piperidin-4-yl)ethyl]-3-propen-2yl-(2-pyrrolidinone)), CSC.B (borane-dimethyl sulfide), OO (H2O2), C(=O)([O-])[O-].[K+].[K+] (K2CO3), [OH-].[Na+] (NaOH). Solvent: C1CCOC1 (THF), C1CCOC1 (THF), C1CCOC1 (THF), C(C)O (C2H5OH), O (H2O). Reaction conditions: temperature 55 celsius, time 2.5 hour. Product: C(=O)(OC(C)(C)C)N1CCC(CC1)CCCCCO.N1C(CCC1)=O (1-[2-(N-BOC-piperidin-4-yl)ethyl]-3-propanol 2-pyrrolidinone). Reaction SMILES: [C:1]([N:8]1[CH2:13][CH2:12][CH:11]([CH2:14][CH2:15][CH:16]=[C:17]([CH:19]2[CH2:23][CH2:22][NH:21][C:20]2=[O:24])C)[CH2:10][CH2:9]1)([O:3][C:4]([CH3:7])([CH3:6])[CH3:5])=[O:2].CSC.B.[OH-].[Na+].OO.C([O-])([O-])=[O:34].[K+].[K+]>C1COCC1.C(O)C.O>[C:1]([N:8]1[CH2:9][CH2:10][CH:11]([CH2:14][CH2:15][CH2:16][CH2:17][CH2:19][OH:34])[CH2:12][CH2:13]1)([O:3][C:4]([CH3:5])([CH3:6])[CH3:7])=[O:2].[NH:21]1[CH2:22][CH2:23][CH2:19][C:20]1=[O:24] |f:1.2,3.4,6.7.8,12.13|. Procedure details: A solution of 20 (1.20 g, 3.6 mmol) in THF (3 ml) was added to a solution of borane-dimethyl sulfide (3.6 mmol) in 3 ml THF at 0° C. and this was stirred for 2.5 hr at 0°. Then, H2O (0.15 ml), 10N aqueous NaOH solution (0.65 ml), THF (1 ml), and C2H5OH (0.36 ml) were added at 0° and with stirring the reaction mixture was warmed to 23° and treated with 30% H2O2 (0.36 ml). This solution was heated to 55° C. and stirred for 2 hours. The reaction mixture was cooled, saturated with K2CO3 an the organ... Reactants: ClC1=C(C=C(C(=C1)OC)OCC1=C(C(=CC=C1OC)F)F)N1C2=NC(=NC(=C2NC1=O)OC)CCl (9-[2-chloro-5-(2,3-difluoro-6-methoxybenzyloxy)-4-methoxyphenyl]-2-chloromethyl-6-methoxy-7,9-dihydro-8H-purin-8-one), CNC (dimethylamine), [I-].[Na+] (sodium iodide), [Cl-].[NH4+] (ammonium chloride). Solvent: CC(C)O (2-propanol), C(C)#N (acetonitrile). Reaction conditions: temperature 60 celsius, time 4 hour. Yields the product ClC1=C(C=C(C(=C1)OC)OCC1=C(C(=CC=C1OC)F)F)N1C2=NC(=NC(=C2NC1=O)OC)CN(C)C (9-[2-Chloro-5-(2,3-difluoro-6-methoxybenzyloxy)-4-methoxyphenyl]-6-methoxy-2-dimethylaminomethyl-7,9-dihydro-8H-purin-8-one). RXN SMILES: [Cl:1][C:2]1[CH:7]=[C:6]([O:8][CH3:9])[C:5]([O:10][CH2:11][C:12]2[C:17]([O:18][CH3:19])=[CH:16][CH:15]=[C:14]([F:20])[C:13]=2[F:21])=[CH:4][C:3]=1[N:22]1[C:30](=[O:31])[NH:29][C:28]2[C:23]1=[N:24][C:25]([CH2:34]Cl)=[N:26][C:27]=2[O:32][CH3:33].[CH3:36][NH:37][CH3:38].[I-].[Na+].[Cl-].[NH4+]>CC(O)C.C(#N)C>[Cl:1][C:2]1[CH:7]=[C:6]([O:8][CH3:9])[C:5]([O:10][CH2:11][C:12]2[C:17]([O:18][CH3:19])=[CH:16][CH:15]=[C:14]([F:20])[C:13]=2[F:21])=[CH:4][C:3]=1[N:22]1[C:30](=[O:31])[NH:29][C:28]2[C:23]1=[N:24][C:25]([CH2:34][N:37]([CH3:38])[CH3:36])=[N:26][C:27]=2[O:32][CH3:33] |f:2.3,4.5|. Procedure: To a solution of 9-[2-chloro-5-(2,3-difluoro-6-methoxybenzyloxy)-4-methoxyphenyl]-2-hydroxymethyl-6-methoxy-7,9-dihydro-8H-purin-8-one (0.34 g) and triphenyl-phosphine (0.43 g) in N,N-dimethylformamide (4 mL) was added carbon tetrachloride (1 mL), and the mixture was stirred at room temperature for 2 hours. The reaction mixture was poured into 10% aqueous sodium chloride solution, and the resulting mixture was extracted with ethyl acetate. The extract was washed with brine, and dried over anhydr... Reactants: O1C(CCCC1)ONC(=O)C=1C=C2CCN(CC2=CC1)C(=O)OCCCOC (3-methoxypropyl 6-[(tetrahydro-2H-pyran-2-yloxy)carbamoyl]-3,4-dihydroisoquinoline-2(1H)-carboxylate). The solvent is CO (methanol), Cl (HCl). Conditions: time 3 hour. The product is COCCCOC(=O)N1CC2=CC=C(C=C2CC1)C(NO)=O (3-Methoxypropyl-6-(hydroxycarbamoyl)-3,4-dihydroisoquinoline-2(1H)-carboxylate). Isolated yield 101.0%. Reaction SMILES: O1CCCCC1[O:7][NH:8][C:9]([C:11]1[CH:12]=[C:13]2[C:18](=[CH:19][CH:20]=1)[CH2:17][N:16]([C:21]([O:23][CH2:24][CH2:25][CH2:26][O:27][CH3:28])=[O:22])[CH2:15][CH2:14]2)=[O:10]>CO.Cl>[CH3:28][O:27][CH2:26][CH2:25][CH2:24][O:23][C:21]([N:16]1[CH2:15][CH2:14][C:13]2[C:18](=[CH:19][CH:20]=[C:11]([C:9](=[O:10])[NH:8][OH:7])[CH:12]=2)[CH2:17]1)=[O:22]. Procedure: A mixture of 90 mg 3-methoxypropyl 6-[(tetrahydro-2H-pyran-2-yloxy)carbamoyl]-3,4-dihydroisoquinoline-2(1H)-carboxylate in 1 ml methanol and 1.5 ml aqueous HCl (0.1 N) is stirred for 3 h at ambient temperature. The reaction mixture is lyophilized. 71.4 mg of a colorless solid are obtained. MH+=309.0 The reactants are C(C)OC(=O)C=1NC2=CC=C(C=C2C1)C1=NC=C(C=C1)C(F)(F)F (5-(5-trifluoromethylpyrid-2-yl)-1H-indole-2-carboxylic acid ethyl ester), Example 8 ( b ), C(Cl)(Cl)(Cl)Cl (CCl4). Solvent: CCOC(=O)C (EtOAc). Yield: 98.0%. Conditions: temperature 80 celsius, time 2 hour. Yields the product C(C)OC(=O)C=1NC2=CC=C(C=C2C1Cl)C1=NC=C(C=C1)C(F)(F)F (3-Chloro-5-(5-trifluoromethylpyrid-2-yl)-1H-indole-2-carboxylic acid ethyl ester). RXN SMILES: [CH2:1]([O:3][C:4]([C:6]1[NH:7][C:8]2[C:13]([CH:14]=1)=[CH:12][C:11]([C:15]1[CH:20]=[CH:19][C:18]([C:21]([F:24])([F:23])[F:22])=[CH:17][N:16]=1)=[CH:10][CH:9]=2)=[O:5])[CH3:2].C(Cl)(Cl)(Cl)[Cl:26]>CCOC(C)=O>[CH2:1]([O:3][C:4]([C:6]1[NH:7][C:8]2[C:13]([C:14]=1[Cl:26])=[CH:12][C:11]([C:15]1[CH:20]=[CH:19][C:18]([C:21]([F:23])([F:24])[F:22])=[CH:17][N:16]=1)=[CH:10][CH:9]=2)=[O:5])[CH3:2]. Reported procedure: N-Chlorosuccimimide (480 mg, 3.86 mmol) and 5-(5-trifluoromethylpyrid-2-yl)-1H-indole-2-carboxylic acid ethyl ester (800 mg, 2.4 mmol; see Example 8 (b)) were mixed in CCl4 (50 mL) and stirred at 80° C. for 2 h. The mixture was diluted with EtOAc and washed with Na2S2O3 (aq., sat.), NaHCO3 (aq., sat.), brine and dried over Na2SO4 Concentration gave the sub-title compound (870 mg, 98%). Reactants: CC(=O)O[BH-](OC(C)=O)OC(C)=O, C1CCOC1, CO, CNC, N#Cc1ccc2[nH]cc(C3CCCC3C=O)c2c1, [Na+]. Yields the product CN(C)CC1CCCC1c1c[nH]c2ccc(C#N)cc12. Reaction SMILES: [C:24]([O:25][BH-:26]([O:27][C:28](=[O:29])[CH3:30])[O:31][C:32](=[O:33])[CH3:34])(=[O:35])[CH3:36].[CH2:38]1[O:39][CH2:40][CH2:41][CH2:42]1.[CH3:19][OH:20].[CH3:21][NH:22][CH3:23].[CH:1](=[O:2])[CH:3]1[CH:4]([c:8]2[cH:9][nH:10][c:11]3[cH:12][cH:13][c:14]([C:17]#[N:18])[cH:15][c:16]23)[CH2:5][CH2:6][CH2:7]1.[Na+:37]>>[CH2:1]([CH:3]1[CH:4]([c:8]2[cH:9][nH:10][c:11]3[cH:12][cH:13][c:14]([C:17]#[N:18])[cH:15][c:16]23)[CH2:5][CH2:6][CH2:7]1)[N:22]([CH3:21])[CH3:23].